From a dataset of the Open Reaction Database (ORD), a public repository of structured organic reaction records. describe an organic reaction: reactants, conditions, products, and yield Starting materials: OP(=O)(CCCCC1=CC=CC=C1)CC(=O)N1CC2(SCCS2)C[C@H]1C(=O)OC ((S)-7-[[Hydroxy(4-phenylbutyl)phosphinyl]acetyl]-1,4-dithia-7-azaspiro[4.4]nonane-8-carboxylic acid, methyl ester), [OH-].[Na+] (sodium hydroxide). The product is OP(=O)(CCCCC1=CC=CC=C1)CC(=O)N1CC2(SCCS2)C[C@H]1C(=O)O ((S)-7-[[Hydroxy(4-phenylbutyl)phosphinyl]acetyl]-1,4-dithia-7-azaspiro[4.4]nonane-8-carboxylic acid). Reaction SMILES: [OH:1][P:2]([CH2:14][C:15]([N:17]1[C@H:25]([C:26]([O:28]C)=[O:27])[CH2:24][C:19]2([S:23][CH2:22][CH2:21][S:20]2)[CH2:18]1)=[O:16])([CH2:4][CH2:5][CH2:6][CH2:7][C:8]1[CH:13]=[CH:12][CH:11]=[CH:10][CH:9]=1)=[O:3].[OH-].[Na+]>>[OH:3][P:2]([CH2:14][C:15]([N:17]1[C@H:25]([C:26]([OH:28])=[O:27])[CH2:24][C:19]2([S:20][CH2:21][CH2:22][S:23]2)[CH2:18]1)=[O:16])([CH2:4][CH2:5][CH2:6][CH2:7][C:8]1[CH:13]=[CH:12][CH:11]=[CH:10][CH:9]=1)=[O:1] |f:1.2|. Reported procedure: (S)-7-[[Hydroxy(4-phenylbutyl)phosphinyl]acetyl]-1,4-dithia-7-azaspiro[4.4]nonane-8-carboxylic acid, methyl ester (2.99 g) and 1 N sodium hydroxide (15 ml) is stirred for 30 minutes at room temperature. The reaction mixture is extracted with ether (50 ml) and the aqueous phase is acidified with concentrated hydrochloric acid to pH 1.0. A solid precipitates out of solution along with an oil. This is extracted into ethyl acetate, passed through sodium sulfate, and the solvent is stripped yielding ... Reactants: C(C1=CC=CC=C1)OC1=C2N(C(=NC1=O)CC1=C(C(=CC=C1)Cl)Cl)CCN(C2=O)C(C)C (9-benzyloxy-6-(2,3-dichlorobenzyl)-2-isopropyl-3,4-dihydro-2H-pyrazino[1,2-c]pyrimidine-1,8-dione), Cl (HCl). The solvent is CO (methanol). Conditions: time 5 hour. Product: ClC1=C(CC2=NC(C(=C3N2CCN(C3=O)C(C)C)O)=O)C=CC=C1Cl (6-(2,3-dichlorobenzyl)-9-hydroxy-2-isopropyl-3,4-dihydro-2H-pyrazino[1,2-c]pyrimidine-1,8-dione). Isolated yield 96.4%. RXN SMILES: C([O:8][C:9]1[C:14](=[O:15])[N:13]=[C:12]([CH2:16][C:17]2[CH:22]=[CH:21][CH:20]=[C:19]([Cl:23])[C:18]=2[Cl:24])[N:11]2[CH2:25][CH2:26][N:27]([CH:30]([CH3:32])[CH3:31])[C:28](=[O:29])[C:10]=12)C1C=CC=CC=1.Cl>CO>[Cl:24][C:18]1[C:19]([Cl:23])=[CH:20][CH:21]=[CH:22][C:17]=1[CH2:16][C:12]1[N:11]2[CH2:25][CH2:26][N:27]([CH:30]([CH3:32])[CH3:31])[C:28](=[O:29])[C:10]2=[C:9]([OH:8])[C:14](=[O:15])[N:13]=1. Procedure details: To a stirred solution of 9-benzyloxy-6-(2,3-dichlorobenzyl)-2-isopropyl-3,4-dihydro-2H-pyrazino[1,2-c]pyrimidine-1,8-dione (134) (70 mg, 0.095 mmol) in methanol (3 mL) was added concentrated HCl (3 mL) and the reaction mixture was stirred for 5 h at room temperature. After completion of the reaction, the mixture was evaporation and the residue was basified with saturated aqueous NaHCO3 solution. The mixture was extracted with 10% methanol in dichloromethane, the organic part was separated. The d...